This data is from the Open Reaction Database (ORD), a public repository of structured organic reaction records. The task is: describe an organic reaction: reactants, conditions, products, and yield Starting materials: C(C)OC(C[C@H](C#CC)C1=CC=C(C=C1)OCC=1C=CC=2N(C1)N=C(N2)C2=CC=C(C=C2)O)=O ((S)-3-{4-[2-(4-hydroxy-phenyl)-[1,2,4]triazolo[1,5-a]pyridin-6-ylmethoxy]-phenyl}-hex-4-ynoic acid ethyl ester), C(=O)(C(F)(F)Cl)[O-].[Na+] (sodium chloro difluoro acetate), C([O-])([O-])=O.[Cs+].[Cs+] (cesium carbonate). Solvent: CN(C)C=O (DMF), ice. Conditions: temperature 80 celsius. Product: C(C)OC(C[C@H](C#CC)C1=CC=C(C=C1)OCC=1C=CC=2N(C1)N=C(N2)C2=CC=C(C=C2)OC(F)F)=O ((S)-3-{4-[2-(4-Difluoromethoxy-phenyl)-[1,2,4]triazolo[1,5-a]pyridin-6-ylmethoxy]-phenyl}-hex-4-ynoic acid ethyl ester), solid. The yield is 55.5%. Reaction SMILES: [CH2:1]([O:3][C:4](=[O:34])[CH2:5][C@@H:6]([C:10]1[CH:15]=[CH:14][C:13]([O:16][CH2:17][C:18]2[CH:19]=[CH:20][C:21]3[N:22]([N:24]=[C:25]([C:27]4[CH:32]=[CH:31][C:30]([OH:33])=[CH:29][CH:28]=4)[N:26]=3)[CH:23]=2)=[CH:12][CH:11]=1)[C:7]#[C:8][CH3:9])[CH3:2].C([O-])([C:37](Cl)([F:39])[F:38])=O.[Na+].C(=O)([O-])[O-].[Cs+].[Cs+]>CN(C=O)C>[CH2:1]([O:3][C:4](=[O:34])[CH2:5][C@@H:6]([C:10]1[CH:15]=[CH:14][C:13]([O:16][CH2:17][C:18]2[CH:19]=[CH:20][C:21]3[N:22]([N:24]=[C:25]([C:27]4[CH:28]=[CH:29][C:30]([O:33][CH:37]([F:39])[F:38])=[CH:31][CH:32]=4)[N:26]=3)[CH:23]=2)=[CH:12][CH:11]=1)[C:7]#[C:8][CH3:9])[CH3:2] |f:1.2,3.4.5|. Reported procedure: A mixture of (S)-3-{4-[2-(4-hydroxy-phenyl)-[1,2,4]triazolo[1,5-a]pyridin-6-ylmethoxy]-phenyl}-hex-4-ynoic acid ethyl ester (0.25 g, 0.54 mmol) in DMF (10 mL) is added sodium chloro difluoro acetate (0.142 g, 1.09 mmol) and cesium carbonate (0.354 g, 1.09 mmol) at 0° C. and the reaction mixture is heated at 80° C. for 4 hours. The reaction mixture is diluted with ice cold water (50 mL) and extracted with EtOAc (2×20 mL). The combined organic extracts are washed with saturated brine solution (20 ... The reactants are Cc1ccccc1, CC#N, C[Si](C)(C)Cl, [I-], [Na+], CCOC(=O)COc1cc(C)c(C(O)C(OC)OC)cc1C, c1ccncc1. Yields the product CCOC(=O)COc1cc(C)c(CC(OC)OC)cc1C. RXN SMILES: [CH3:30][c:31]1[cH:32][cH:33][cH:34][cH:35][cH:36]1.[CH3:37][C:38]#[N:39].[Cl:3][Si:4]([CH3:5])([CH3:6])[CH3:7].[I-:2].[Na+:1].[OH:8][CH:9]([CH:10]([O:11][CH3:12])[O:13][CH3:14])[c:15]1[cH:16][c:17]([CH3:29])[c:18]([O:19][CH2:20][C:21](=[O:22])[O:23][CH2:24][CH3:25])[cH:26][c:27]1[CH3:28].[cH:40]1[cH:41][cH:42][n:43][cH:44][cH:45]1>>[CH2:9]([CH:10]([O:11][CH3:12])[O:13][CH3:14])[c:15]1[cH:16][c:17]([CH3:29])[c:18]([O:19][CH2:20][C:21](=[O:22])[O:23][CH2:24][CH3:25])[cH:26][c:27]1[CH3:28]. The reactants are CC1(C)Oc2ccc(C#N)cc2C(Oc2ccc(=O)[nH]n2)C1(C)O, COS(=O)(=O)OC, CC(C)=O, [K+], [K+], O=C([O-])[O-]. The product is Cn1nc(OC2c3cc(C#N)ccc3OC(C)(C)C2(C)O)ccc1=O. As a reaction SMILES: [CH3:1][C:2]1([CH3:24])[O:3][c:4]2[cH:5][cH:6][c:7]([C:22]#[N:23])[cH:8][c:9]2[CH:10]([O:14][c:15]2[n:16][nH:17][c:18](=[O:21])[cH:19][cH:20]2)[C:11]1([OH:12])[CH3:13].[CH3:31][O:32][S:33]([O:34][CH3:35])(=[O:36])=[O:37].[CH3:38][C:39](=[O:40])[CH3:41].[K+:25].[K+:26].[O-:27][C:28]([O-:29])=[O:30]>>[CH3:1][C:2]1([CH3:24])[O:3][c:4]2[cH:5][cH:6][c:7]([C:22]#[N:23])[cH:8][c:9]2[CH:10]([O:14][c:15]2[n:16][n:17]([CH3:28])[c:18](=[O:21])[cH:19][cH:20]2)[C:11]1([OH:12])[CH3:13]. The reactants are CC(C)(C)OC(=O)Nc1cccc2oc(C(=O)Nc3ccc(Cl)cn3)c(NC(=O)C3CCC(N4CCCC4=O)CC3)c12, O=C(O)C(F)(F)F. The product is Nc1cccc2oc(C(=O)Nc3ccc(Cl)cn3)c(NC(=O)C3CCC(N4CCCC4=O)CC3)c12. RXN SMILES: [C:1]([O:2][C:3](=[O:4])[NH:8][c:9]1[cH:10][cH:11][cH:12][c:13]2[c:14]1[c:15]([NH:28][C:29](=[O:30])[CH:31]1[CH2:32][CH2:33][CH:34]([N:37]3[C:38](=[O:42])[CH2:39][CH2:40][CH2:41]3)[CH2:35][CH2:36]1)[c:16]([C:18](=[O:19])[NH:20][c:21]1[n:22][cH:23][c:24]([Cl:27])[cH:25][cH:26]1)[o:17]2)([CH3:5])([CH3:6])[CH3:7].[OH:43][C:44]([C:45]([F:46])([F:47])[F:48])=[O:49]>>[NH2:8][c:9]1[cH:10][cH:11][cH:12][c:13]2[c:14]1[c:15]([NH:28][C:29](=[O:30])[CH:31]1[CH2:32][CH2:33][CH:34]([N:37]3[C:38](=[O:42])[CH2:39][CH2:40][CH2:41]3)[CH2:35][CH2:36]1)[c:16]([C:18](=[O:19])[NH:20][c:21]1[n:22][cH:23][c:24]([Cl:27])[cH:25][cH:26]1)[o:17]2. As a reaction SMILES: [Al+3:12].[CH3:1][O:2][c:3]1[cH:4][c:5]([O:9][CH3:10])[cH:6][cH:7][cH:8]1.[Cl-:11].[Cl-:13].[Cl-:14].[Cl:25][CH2:26][Cl:27].[F:15][c:16]1[cH:17][cH:18][c:19]([C:20](=[O:21])[Cl:22])[cH:23][cH:24]1>>[CH3:1][O:2][c:3]1[cH:4][c:5]([O:9][CH3:10])[cH:6][cH:7][c:8]1[C:20]([c:19]1[cH:18][cH:17][c:16]([F:15])[cH:24][cH:23]1)=[O:21]. Yields the product COc1ccc(C(=O)c2ccc(F)cc2)c(OC)c1. The reactants are [Al+3], COc1cccc(OC)c1, [Cl-], [Cl-], [Cl-], ClCCl, O=C(Cl)c1ccc(F)cc1.